From a dataset of the Open Reaction Database (ORD), a public repository of structured organic reaction records. describe an organic reaction: reactants, conditions, products, and yield Reactants: C1CCOC1, CC(=O)O, CO, CCCc1cc(N2CCC(=O)CC2)nc2sc(C(N)=O)c(N)c12, NCC(O)c1cc2ccccc2s1. Yields the product CCCc1cc(N2CCC(NCC(O)c3cc4ccccc4s3)CC2)nc2sc(C(N)=O)c(N)c12. RXN SMILES: [CH2:43]1[O:44][CH2:45][CH2:46][CH2:47]1.[CH3:37][C:38](=[O:39])[OH:40].[CH3:41][OH:42].[NH2:14][c:15]1[c:16]([C:34](=[O:35])[NH2:36])[s:17][c:18]2[n:19][c:20]([N:27]3[CH2:28][CH2:29][C:30](=[O:33])[CH2:31][CH2:32]3)[cH:21][c:22]([CH2:24][CH2:25][CH3:26])[c:23]12.[NH2:1][CH2:2][CH:3]([OH:4])[c:5]1[cH:6][c:7]2[c:8]([s:9]1)[cH:10][cH:11][cH:12][cH:13]2>>[NH:1]([CH2:2][CH:3]([OH:4])[c:5]1[cH:6][c:7]2[c:8]([s:9]1)[cH:10][cH:11][cH:12][cH:13]2)[CH:30]1[CH2:29][CH2:28][N:27]([c:20]2[n:19][c:18]3[s:17][c:16]([C:34](=[O:35])[NH2:36])[c:15]([NH2:14])[c:23]3[c:22]([CH2:24][CH2:25][CH3:26])[cH:21]2)[CH2:32][CH2:31]1.